This data is from the Open Reaction Database (ORD), a public repository of structured organic reaction records. The task is: describe an organic reaction: reactants, conditions, products, and yield Reactants: C(C1=CC=CC=C1)OC=1C=C(C=CC1)O (3-benzyloxyphenol), S1C=C(C=C1)COC=1C=C(C=CC1)O (3-(3-thienylmethoxy)phenol), ethyl (RS)-4-[(3-benzyloxy)phenoxy]-4-(2-methylphenyl)butanoate, C1(=CC=CC=C1)CCCC(=O)[O-] (4-phenylbutanoate), OC1=C(C(=O)NCC)C=CC(=C1)OCC1=CC=CC=C1 (2-hydroxy-4-benzyloxy-N-ethylbenzamide), 2-hydroxy-4-(3-thienylmethoxy)acetophenone, ClC(CCC(=O)OCC)C1=CC=CC=C1 (ethyl (RS)-4-chloro-4-phenylbutanoate), ethyl (RS)-4-chloro-4-(2-methyl)phenylbutanoate, S1C=C(C=C1)COC=1C=C(OC(CCC(=O)OCC)C2=CC=CC=C2)C=CC1 (ethyl (RS)-4-[3-(3-thienylmethoxy)phenoxy]-4-phenylbutanoate). The product is C(C)NC(=O)C1=C(OC(CCC(=O)OCC)C2=CC=CC=C2)C=C(C=C1)OCC1=CC=CC=C1 (ethyl (RS)-4-[2-(N-ethylcarbamoyl)-5-benzyloxyphenoxy]-4-phenyl-butanoate). RXN SMILES: C(OC1C=C(O)C=CC=1)C1C=CC=CC=1.Cl[CH:17]([C:25]1[CH:30]=[CH:29][CH:28]=[CH:27][CH:26]=1)[CH2:18][CH2:19][C:20]([O:22][CH2:23][CH3:24])=[O:21].S1C=CC(COC2C=C(O)C=CC=2)=C1.S1C=CC(COC2C=C(C=CC=2)OC(C2C=CC=CC=2)CCC(OCC)=O)=C1.C1(CCCC([O-])=O)C=CC=CC=1.[OH:85][C:86]1[CH:96]=[C:95]([O:97][CH2:98][C:99]2[CH:104]=[CH:103][CH:102]=[CH:101][CH:100]=2)[CH:94]=[CH:93][C:87]=1[C:88]([NH:90][CH2:91][CH3:92])=[O:89]>>[CH2:91]([NH:90][C:88]([C:87]1[CH:93]=[CH:94][C:95]([O:97][CH2:98][C:99]2[CH:104]=[CH:103][CH:102]=[CH:101][CH:100]=2)=[CH:96][C:86]=1[O:85][CH:17]([C:25]1[CH:30]=[CH:29][CH:28]=[CH:27][CH:26]=1)[CH2:18][CH2:19][C:20]([O:22][CH2:23][CH3:24])=[O:21])=[O:89])[CH3:92]. Procedure: By proceeding in a similar manner, but replacing methyl 4-benzyloxy-2-hydroxybenzoate with 3-benzyloxyphenol and ethyl (RS)-4-chloro-4-phenylbutanoate with ethyl (RS)-4-chloro-4-(2-methyl)phenylbutanoate, there is prepared ethyl (RS)-4-[(3-benzyloxy)phenoxy]-4-(2-methylphenyl)butanoate. By proceeding in a similar manner, but replacing methyl 4-benzyloxy-2-hydroxybenzoate with 3-(3-thienylmethoxy)phenol, there is prepared ethyl (RS)-4-[3-(3-thienylmethoxy)phenoxy]-4-phenylbutanoate. By proceeding... Starting materials: C(C1=CC=CC=C1)OC(=O)N[C@@H]1C(NC1)=O ((S)-3-benzyloxycarbonylamino-2-azetidinone), Cl[O-] (hypochlorite), borax, solution, Cl[O-].[Na+] (sodium hypochlorite). Solvent: O (water), ClCCl (dichloromethane). Conditions: time 1 hour. Product: C(C1=CC=CC=C1)OC(=O)N[C@@H]1C(N(C1)Cl)=O ((S)-3-benzyloxycarbonylamino-1-chloroazetidin-2-one). RXN SMILES: [CH2:1]([O:8][C:9]([NH:11][C@H:12]1[CH2:15][NH:14][C:13]1=[O:16])=[O:10])[C:2]1[CH:7]=[CH:6][CH:5]=[CH:4][CH:3]=1.[Cl:17][O-].[Na+].Cl[O-]>ClCCl.O>[CH2:1]([O:8][C:9]([NH:11][C@H:12]1[CH2:15][N:14]([Cl:17])[C:13]1=[O:16])=[O:10])[C:2]1[CH:3]=[CH:4][CH:5]=[CH:6][CH:7]=1 |f:1.2|. Reported procedure: A solution of (S)-3-benzyloxycarbonylamino-2-azetidinone (440 mg) in dichloromethane (15 ml) was combined with a solution of borax (1.53 g) in water (10 ml) and cooled in an ice-bath to 0°-5° C. While stirring vigorously, a 5.07% solution of sodium hypochlorite (3.2 ml) was added; after 1 hour another portion (1.6 ml) of hypochlorite solutionwas added and stirring was continued for 1 hour at 0°-5° C. The organic layer was separated and the aqueous solution was extracted with dichloromethane. The... As a reaction SMILES: [Al+3:2].[H-:1].[H-:4].[H-:5].[H-:6].[Li+:3].[Na+:31].[O:32]1[CH2:33][CH2:34][CH2:35][CH2:36]1.[OH-:30].[OH2:29].[c:7]1([CH:13]([N:14]2[CH2:15][CH:16]([C:18](=[O:19])[NH:20][CH2:21][CH3:22])[CH2:17]2)[c:23]2[cH:24][cH:25][cH:26][cH:27][cH:28]2)[cH:8][cH:9][cH:10][cH:11][cH:12]1>>[c:7]1([CH:13]([N:14]2[CH2:15][CH:16]([CH2:18][NH:20][CH2:21][CH3:22])[CH2:17]2)[c:23]2[cH:24][cH:25][cH:26][cH:27][cH:28]2)[cH:8][cH:9][cH:10][cH:11][cH:12]1. The reactants are [Al+3], [H-], [H-], [H-], [H-], [Li+], [Na+], C1CCOC1, [OH-], O, CCNC(=O)C1CN(C(c2ccccc2)c2ccccc2)C1. Yields the product CCNCC1CN(C(c2ccccc2)c2ccccc2)C1. Starting materials: FC=1C=C(CN2C(C(=CC=C2)C(=O)NCC=2C=C(C=CC2)C2=CNC3=NC=C(C=C32)C(=O)N)=O)C=CC1F (3-[3-({[1-(3,4-Difluoro-benzyl)-2-oxo-1,2-dihydro-pyridine-3-carbonyl]-amino}-methyl)-phenyl]-1H-pyrrolo[2,3-b]pyridine-5-carboxylic acid amide), Cl.C(C)N (ethylamine hydrochloride), amine, FC=1C=C(CN2C(C(=CC=C2)C(=O)NCC2=CC=C(S2)C2=CNC3=NC=C(C=C32)C(=O)O)=O)C=CC1F (3-[5-({[1-(3,4-Difluoro-benzyl)-2-oxo-1,2-dihydro-pyridine-3-carbonyl]-amino}-methyl)-thiophen-2-yl]-1H-pyrrolo[2,3-b]pyridine-5-carboxylic acid), carboxylic acid. The product is C(C)NC(=O)C=1C=C2C(=NC1)NC=C2C=2SC(=CC2)CNC(=O)C=2C(N(C=CC2)CC2=CC(=C(C=C2)F)F)=O (3-[5-({[1-(3,4-Difluoro-benzyl)-2-oxo-1,2-dihydro-pyridine-3-carbonyl]-amino}-methyl)-thiophen-2-yl]-1H-pyrrolo[2,3-b]pyridine-5-carboxylic acid ethylamide). As a reaction SMILES: FC1C=[C:4](C=CC=1F)[CH2:5][N:6]1C=CC=C(C(NCC2C=C(C3C4C(=NC=C(C(N)=O)C=4)NC=3)C=CC=2)=O)C1=O.[F:39][C:40]1[CH:41]=[C:42]([CH:72]=[CH:73][C:74]=1[F:75])[CH2:43][N:44]1[CH:49]=[CH:48][CH:47]=[C:46]([C:50]([NH:52][CH2:53][C:54]2[S:58][C:57]([C:59]3[C:67]4[C:62](=[N:63][CH:64]=[C:65]([C:68]([OH:70])=O)[CH:66]=4)[NH:61][CH:60]=3)=[CH:56][CH:55]=2)=[O:51])[C:45]1=[O:71].Cl.C(N)C>>[CH2:5]([NH:6][C:68]([C:65]1[CH:66]=[C:67]2[C:59]([C:57]3[S:58][C:54]([CH2:53][NH:52][C:50]([C:46]4[C:45](=[O:71])[N:44]([CH2:43][C:42]5[CH:72]=[CH:73][C:74]([F:75])=[C:40]([F:39])[CH:41]=5)[CH:49]=[CH:48][CH:47]=4)=[O:51])=[CH:55][CH:56]=3)=[CH:60][NH:61][C:62]2=[N:63][CH:64]=1)=[O:70])[CH3:4] |f:2.3|. Procedure: Except where indicated, 3-[5-({[1-(3,4-Difluoro-benzyl)-2-oxo-1,2-dihydro-pyridine-3-carbonyl]-amino}-methyl)-thiophen-2-yl]-1H-pyrrolo[2,3-b]pyridine-5-carboxylic acid ethylamide was synthesized as per Example 81, 3-[3-({[1-(3,4-Difluoro-benzyl)-2-oxo-1,2-dihydro-pyridine-3-carbonyl]-amino}-methyl)-phenyl]-1H-pyrrolo[2,3-b]pyridine-5-carboxylic acid amide using 3-[5-({[1-(3,4-Difluoro-benzyl)-2-oxo-1,2-dihydro-pyridine-3-carbonyl]-amino}-methyl)-thiophen-2-yl]-1H-pyrrolo[2,3-b]pyridine-5-carbox... Reactants: C1OOC(C=CC2=CC=C(C=C2)C=O)(OC)OOC1 (Methyl 4-formylcinnamate ethylenedioxy acetal), C (charcoal), [H][H] (hydrogen). The solvent is CO (methanol). Yields the product C1OOC(CCC2=CC=C(C=C2)C=O)(OC)OOC1 (Methyl 3-(4-formylphenyl)propanoate ethylenedioxy acetal). Isolated yield 88.1%. Reaction SMILES: [CH2:1]1[CH2:19][O:18][O:17][C:4]([O:15][CH3:16])([CH:5]=[CH:6][C:7]2[CH:12]=[CH:11][C:10]([CH:13]=[O:14])=[CH:9][CH:8]=2)[O:3][O:2]1.C.[H][H]>CO>[CH2:19]1[CH2:1][O:2][O:3][C:4]([O:15][CH3:16])([CH2:5][CH2:6][C:7]2[CH:8]=[CH:9][C:10]([CH:13]=[O:14])=[CH:11][CH:12]=2)[O:17][O:18]1. Procedure details: A solution of methyl 4-formylcinnamate ethylenedioxy acetal (15.24 g, 0.065 mole, from example 32) in methanol (200 ml) was hydrogenated over 10% palladinised charcoal (0.5 g) until 1 equivalent of hydrogen was absorbed. The filtered solution was then evaporated to give 15.36 g (100%) of an oil, νmax (film), 1730, 1610 cm-1, δ(CDCl3) 2.54 (2H, m, ArCH2), 2.91 (2H, m, CH2CO2), 3.63 (3H, s, ester CH3), 4.00 (4H, m, OCH2CH2O), 5.72 (1H, s, OCHO), 7.25 (4H, ABq, J 10 Hz, Δν19.5 Hz). Starting materials: CC#N, C[O-], Cc1ccccc1, O=Cc1c(C2CC2)nc2ccccc2c1-c1ccc(F)cc1, Cl, [Na+], C1CCOC1. Product: N#CC=Cc1c(C2CC2)nc2ccccc2c1-c1ccc(F)cc1. Reaction SMILES: [CH3:23][C:24]#[N:25].[CH3:26][O-:27].[CH3:30][c:31]1[cH:32][cH:33][cH:34][cH:35][cH:36]1.[CH:1]1([c:4]2[n:5][c:6]3[cH:7][cH:8][cH:9][cH:10][c:11]3[c:12](-[c:16]3[cH:17][cH:18][c:19]([F:22])[cH:20][cH:21]3)[c:13]2[CH:14]=[O:15])[CH2:2][CH2:3]1.[ClH:29].[Na+:28].[O:37]1[CH2:38][CH2:39][CH2:40][CH2:41]1>>[CH:1]1([c:4]2[n:5][c:6]3[cH:7][cH:8][cH:9][cH:10][c:11]3[c:12](-[c:16]3[cH:17][cH:18][c:19]([F:22])[cH:20][cH:21]3)[c:13]2[CH:14]=[CH:23][C:24]#[N:25])[CH2:2][CH2:3]1.